This data is from the Open Reaction Database (ORD), a public repository of structured organic reaction records. The task is: describe an organic reaction: reactants, conditions, products, and yield Reactants: Cc1cc(N)cc(B2OC(C)(C)C(C)(C)O2)c1, CS(=O)(=O)O, Cc1nc(Cl)ncc1F, [Na+], O=C([O-])O, C1COCCO1. Product: Cc1cc(Nc2ncc(F)c(C)n2)cc(B2OC(C)(C)C(C)(C)O2)c1. Reaction SMILES: [CH3:10][c:11]1[cH:12][c:13]([NH2:26])[cH:14][c:15]([B:17]2[O:18][C:19]([CH3:24])([CH3:25])[C:20]([CH3:22])([CH3:23])[O:21]2)[cH:16]1.[CH3:27][S:28](=[O:29])(=[O:30])[OH:31].[Cl:1][c:2]1[n:3][cH:4][c:5]([F:9])[c:6]([CH3:8])[n:7]1.[Na+:42].[O-:38][C:39]([OH:40])=[O:41].[O:32]1[CH2:33][CH2:34][O:35][CH2:36][CH2:37]1>>[c:2]1([NH:26][c:13]2[cH:12][c:11]([CH3:10])[cH:16][c:15]([B:17]3[O:18][C:19]([CH3:24])([CH3:25])[C:20]([CH3:22])([CH3:23])[O:21]3)[cH:14]2)[n:3][cH:4][c:5]([F:9])[c:6]([CH3:8])[n:7]1. The reactants are CC(CC#C)(C(CCC)=C)O[Si](C)(C)C (4-methyl-5-methylene-4-trimethylsilyloxy-1-octyne), azoisobutyrylnitrile, C(CCC)[SnH](CCCC)CCCC (tri-n-butylstannane). Reaction conditions: time 1 hour. Yields the product CC(C/C=C/[Sn](CCCC)(CCCC)CCCC)(C(CCC)=C)O[Si](C)(C)C (E-4-Methyl-5-methylene-4-trimethylsilyloxy-1-tri-n-butylstannyl-1-octene). RXN SMILES: [CH3:1][C:2]([O:11][Si:12]([CH3:15])([CH3:14])[CH3:13])([C:6](=[CH2:10])[CH2:7][CH2:8][CH3:9])[CH2:3][C:4]#[CH:5].[CH2:16]([SnH:20]([CH2:25][CH2:26][CH2:27][CH3:28])[CH2:21][CH2:22][CH2:23][CH3:24])[CH2:17][CH2:18][CH3:19]>>[CH3:1][C:2]([O:11][Si:12]([CH3:13])([CH3:14])[CH3:15])([C:6](=[CH2:10])[CH2:7][CH2:8][CH3:9])[CH2:3]/[CH:4]=[CH:5]/[Sn:20]([CH2:21][CH2:22][CH2:23][CH3:24])([CH2:25][CH2:26][CH2:27][CH3:28])[CH2:16][CH2:17][CH2:18][CH3:19]. Procedure: A mixture of 26 g. of 4-methyl-5-methylene-4-trimethylsilyloxy-1-octyne, 200 mg. of azoisobutyrylnitrile and 41.1 g. of tri-n-butylstannane is stirred under argon in an oil bath at 140° C. The mixture is stirred at 140°-150° C. for one hour under argon, then at 140°-150° C. for 1.5 hours under vacuum to remove excess tri-n-butylstannane. The residue is distilled via a Kugelrohr (150° C., 0.05 mm.) giving the desired product as a colorless liquid. The reactants are FC1=C(C=CC(=C1)F)O (2,4-difluorophenol), FC1=C(OCCCCCCCCC(=O)O)C=CC(=C1)F (9-(2,4-difluoro-phenoxy)-nonanoic acid), Cl.Cl.C(C1=CC=CC=C1)OC(C[C@H](CN(C)C)N)=O ((R)-3-amino-4-dimethylamino-butyric acid benzyl ester dihydrochloride), BrCCCCCCCCCO (9-bromo-1-nonanol), FC1=C(OCCCCCCCCCO)C=CC(=C1)F (9-(2,4-difluoro-phenoxy)-nonan-1-ol). Yields the product C(C1=CC=CC=C1)OC(C[C@H](CN(C)C)NC(CCCCCCCCOC1=C(C=C(C=C1)F)F)=O)=O ((R)-4-dimethylamino-3-[9-(2,4-difluoro-phenoxy)-nonanoylamino]-butyric acid benzyl ester). RXN SMILES: FC1C=C(F)C=CC=1O.BrCCCCCCCCCO.[F:21][C:22]1[CH:38]=[C:37]([F:39])[CH:36]=[CH:35][C:23]=1[O:24][CH2:25][CH2:26][CH2:27][CH2:28][CH2:29][CH2:30][CH2:31][CH2:32][CH2:33][OH:34].FC1C=C(F)C=CC=1OCCCCCCCCC(O)=O.Cl.Cl.[CH2:62]([O:69][C:70](=[O:78])[CH2:71][C@@H:72]([NH2:77])[CH2:73][N:74]([CH3:76])[CH3:75])[C:63]1[CH:68]=[CH:67][CH:66]=[CH:65][CH:64]=1>>[CH2:62]([O:69][C:70](=[O:78])[CH2:71][C@@H:72]([NH:77][C:33](=[O:34])[CH2:32][CH2:31][CH2:30][CH2:29][CH2:28][CH2:27][CH2:26][CH2:25][O:24][C:23]1[CH:35]=[CH:36][C:37]([F:39])=[CH:38][C:22]=1[F:21])[CH2:73][N:74]([CH3:75])[CH3:76])[C:63]1[CH:68]=[CH:67][CH:66]=[CH:65][CH:64]=1 |f:4.5.6|. Procedure: The title compound, m/e=413.6 ([M−H]−), was produced in analogy with example 18, steps 1 to 4. Thus, 2,4-difluorophenol was alkylated in step 1 with 9-bromo-1-nonanol, leading to 9-(2,4-difluoro-phenoxy)-nonan-1-ol, which was oxidized in step 2 to 9-(2,4-difluoro-phenoxy)-nonanoic acid. This was coupled in step 3 with (R)-3-amino-4-dimethylamino-butyric acid benzyl ester dihydrochloride to produce (R)-4-dimethylamino-3-[9-(2,4-difluoro-phenoxy)-nonanoylamino]-butyric acid benzyl ester, which was...